This data is from the Open Reaction Database (ORD), a public repository of structured organic reaction records. The task is: describe an organic reaction: reactants, conditions, products, and yield Reactants: [BH4-], CC(C)(C)N, COC(=O)C1CC(=O)CCC1N1CCC(NC(=O)OCc2ccccc2)C1=O, CS(C)=O, CO, [Na+], [Na+], O=C([O-])O. Yields the product COC(=O)C1CC(NC(C)(C)C)CCC1N1CCC(NC(=O)OCc2ccccc2)C1=O. As a reaction SMILES: [BH4-:34].[C:29]([CH3:30])([CH3:31])([CH3:32])[NH2:33].[CH2:1]([c:2]1[cH:3][cH:4][cH:5][cH:6][cH:7]1)[O:8][C:9](=[O:10])[NH:11][CH:12]1[C:13](=[O:28])[N:14]([CH:17]2[CH:18]([C:24](=[O:25])[O:26][CH3:27])[CH2:19][C:20](=[O:23])[CH2:21][CH2:22]2)[CH2:15][CH2:16]1.[CH3:41][S:42]([CH3:43])=[O:44].[CH3:45][OH:46].[Na+:35].[Na+:40].[O-:36][C:37]([OH:38])=[O:39]>>[CH2:1]([c:2]1[cH:3][cH:4][cH:5][cH:6][cH:7]1)[O:8][C:9](=[O:10])[NH:11][CH:12]1[C:13](=[O:28])[N:14]([CH:17]2[CH:18]([C:24](=[O:25])[O:26][CH3:27])[CH2:19][CH:20]([NH:33][C:29]([CH3:30])([CH3:31])[CH3:32])[CH2:21][CH2:22]2)[CH2:15][CH2:16]1. The reactants are Nc1cc(F)c(Br)cc1F, N#C[Cu], N#C[Na], CN(C)C=O, O. The product is N#Cc1cc(F)c(N)cc1F. Reaction SMILES: [Br:1][c:2]1[cH:3][c:4]([F:10])[c:5]([NH2:6])[cH:7][c:8]1[F:9].[Cu:11][C:12]#[N:13].[Na:19][C:20]#[N:21].[O:14]=[CH:15][N:16]([CH3:17])[CH3:18].[OH2:22]>>[c:2]1([C:12]#[N:13])[cH:3][c:4]([F:10])[c:5]([NH2:6])[cH:7][c:8]1[F:9]. Reactants: OC(=O)C(F)(F)F.COC=1C=C2C(=CC=NC2=CC1OC)OC1=C(C=C(C=C1)NC(=O)C=1C(N(C(NN1)=O)C1=CC=C(C=C1)F)=O)F (4-(4-Fluoro-phenyl)-3,5-dioxo-2,3,4,5-tetrahydro-[1,2,4]triazine-6-carboxylic acid [4-(6,7-dimethoxy-quinolin-4-yloxy)-3-fluoro-phenyl]-amide TFA salt), C(C#C)Br (propargyl bromide), C([O-])([O-])=O.[K+].[K+] (potassium carbonate). Solvent: CN(C=O)C (N,N-dimethylformamide). Product: OC(=O)C(F)(F)F.COC=1C=C2C(=CC=NC2=CC1OC)OC1=C(C=C(C=C1)NC(=O)C=1C(N(C(N(N1)CC#C)=O)C1=CC=C(C=C1)F)=O)F (4-(4-Fluoro-phenyl)-3,5-dioxo-2-prop-2-ynyl-2,3,4,5-tetrahydro-[1,2,4]triazine-6-carboxylic acid [4-(6,7-dimethoxy-quinolin-4-yloxy)-3-fluoro-phenyl]-amide TFA salt). Isolated yield 21.8%. RXN SMILES: [OH:1][C:2]([C:4]([F:7])([F:6])[F:5])=[O:3].[CH3:8][O:9][C:10]1[CH:11]=[C:12]2[C:17](=[CH:18][C:19]=1[O:20][CH3:21])[N:16]=[CH:15][CH:14]=[C:13]2[O:22][C:23]1[CH:28]=[CH:27][C:26]([NH:29][C:30]([C:32]2[C:33](=[O:46])[N:34]([C:39]3[CH:44]=[CH:43][C:42]([F:45])=[CH:41][CH:40]=3)[C:35](=[O:38])[NH:36][N:37]=2)=[O:31])=[CH:25][C:24]=1[F:47].[CH2:48](Br)[C:49]#[CH:50].C(=O)([O-])[O-].[K+].[K+]>CN(C)C=O>[OH:3][C:2]([C:4]([F:7])([F:6])[F:5])=[O:1].[CH3:8][O:9][C:10]1[CH:11]=[C:12]2[C:17](=[CH:18][C:19]=1[O:20][CH3:21])[N:16]=[CH:15][CH:14]=[C:13]2[O:22][C:23]1[CH:28]=[CH:27][C:26]([NH:29][C:30]([C:32]2[C:33](=[O:46])[N:34]([C:39]3[CH:44]=[CH:43][C:42]([F:45])=[CH:41][CH:40]=3)[C:35](=[O:38])[N:36]([CH2:50][C:49]#[CH:48])[N:37]=2)=[O:31])=[CH:25][C:24]=1[F:47] |f:0.1,3.4.5,7.8|. Reported procedure: A mixture of example 107 (25 mg, 0.046 mmol), propargyl bromide (10 uL, 0.1 mmol), and potassium carbonate (10 mg, 0.07 mmol) in N,N-dimethylformamide (1 mL) was stirred at rt 18 h. The mixture was filtered, solvent was removed and the product was purified by reverse phase HPLC to give an off-white solid (7 mg, 30%). LCMS m/z=586 (M+1); 1H NMR (DMSO) δ: 10.99 (s, 1H), 8.71 (d, 1H, J=6.1 Hz), 8.0 (dd, 1H, J=2.3, 12.7 Hz), 7.68 (s, 1H), 7.65-7.58 (m, 2H), 7.4 (s, 1H), 7.37-7.35 (m, 4H), 6.84 (d, 1... The reactants are C[N+]1([O-])CCOCC1, CC#N, CCC[N+](CCC)(CCC)CCC, ClCCl, CCCOc1cc2c(cc1C(C)=C(F)CO)C(C(C)C)=CCC2(C)C, O=[Ru](=O)(=O)[O-]. Yields the product CCCOc1cc2c(cc1C(C)=C(F)C=O)C(C(C)C)=CCC2(C)C. As a reaction SMILES: [CH3:26][N+:27]1([O-:28])[CH2:29][CH2:30][O:31][CH2:32][CH2:33]1.[CH3:37][C:38]#[N:39].[CH3:45][CH2:46][CH2:47][N+:48]([CH2:49][CH2:50][CH3:51])([CH2:52][CH2:53][CH3:54])[CH2:55][CH2:56][CH3:57].[Cl:34][CH2:35][Cl:36].[F:1][C:2]([CH2:3][OH:4])=[C:5]([CH3:6])[c:7]1[c:8]([O:22][CH2:23][CH2:24][CH3:25])[cH:9][c:10]2[c:15]([cH:16]1)[C:14]([CH:17]([CH3:18])[CH3:19])=[CH:13][CH2:12][C:11]2([CH3:20])[CH3:21].[O-:40][Ru:41](=[O:42])(=[O:43])=[O:44]>>[F:1][C:2]([CH:3]=[O:4])=[C:5]([CH3:6])[c:7]1[c:8]([O:22][CH2:23][CH2:24][CH3:25])[cH:9][c:10]2[c:15]([cH:16]1)[C:14]([CH:17]([CH3:18])[CH3:19])=[CH:13][CH2:12][C:11]2([CH3:20])[CH3:21].